Dataset: the Open Reaction Database (ORD), a public repository of structured organic reaction records. Task: describe an organic reaction: reactants, conditions, products, and yield Starting materials: CC(C)Br, CN(C)C=O, [H-], O=[N+]([O-])c1cc[nH]n1, [Na+]. Yields the product CC(C)n1ccc([N+](=O)[O-])n1. RXN SMILES: [Br:11][CH:12]([CH3:13])[CH3:14].[CH3:15][N:16]([CH3:17])[CH:18]=[O:19].[H-:9].[N+:1](=[O:2])([O-:3])[c:4]1[n:5][nH:6][cH:7][cH:8]1.[Na+:10]>>[N+:1](=[O:2])([O-:3])[c:4]1[n:5][n:6]([CH:12]([CH3:13])[CH3:14])[cH:7][cH:8]1. Product: Cc1nn(-c2ccc(NC(c3ccc(C(=O)O)cc3)C3CCCC3)cn2)cc1Cl. Reaction SMILES: [CH3:34][OH:35].[Cl:1][c:2]1[c:3]([CH3:31])[n:4][n:5](-[c:7]2[cH:8][cH:9][c:10]([NH:13][CH:14]([c:15]3[cH:16][cH:17][c:18]([C:19](=[O:20])[O:21][CH2:22][CH3:23])[cH:24][cH:25]3)[CH:26]3[CH2:27][CH2:28][CH2:29][CH2:30]3)[cH:11][n:12]2)[cH:6]1.[Na+:33].[O:36]1[CH2:37][CH2:38][CH2:39][CH2:40]1.[OH-:32]>>[Cl:1][c:2]1[c:3]([CH3:31])[n:4][n:5](-[c:7]2[cH:8][cH:9][c:10]([NH:13][CH:14]([c:15]3[cH:16][cH:17][c:18]([C:19](=[O:20])[OH:21])[cH:24][cH:25]3)[CH:26]3[CH2:27][CH2:28][CH2:29][CH2:30]3)[cH:11][n:12]2)[cH:6]1. Reactants: CO, CCOC(=O)c1ccc(C(Nc2ccc(-n3cc(Cl)c(C)n3)nc2)C2CCCC2)cc1, [Na+], C1CCOC1, [OH-].